Task: describe an organic reaction: reactants, conditions, products, and yield. Dataset: the Open Reaction Database (ORD), a public repository of structured organic reaction records The reactants are ClC1=NC(=C(N=C1)C1=CC=CC=C1)C1=CC=CC=C1 (2-chloro-5,6-diphenylpyrazine), CNC[C@@H](C1=CC(=CC=C1)O)O (L-phenylephrine). Product: C1(=CC=CC=C1)C=1N=CC(=NC1C1=CC=CC=C1)N(C)C[C@H](O)C=1C=C(C=CC1)O ((R)-3-{2-[N-(5,6-diphenylpyrazin-2-yl)-N-methylamino]-1-hydroxyethyl}phenol). As a reaction SMILES: Cl[C:2]1[CH:7]=[N:6][C:5]([C:8]2[CH:13]=[CH:12][CH:11]=[CH:10][CH:9]=2)=[C:4]([C:14]2[CH:19]=[CH:18][CH:17]=[CH:16][CH:15]=2)[N:3]=1.[CH3:20][NH:21][CH2:22][C@H:23]([OH:31])[C:24]1[CH:29]=[CH:28][CH:27]=[C:26]([OH:30])[CH:25]=1>>[C:8]1([C:5]2[N:6]=[CH:7][C:2]([N:21]([CH2:22][C@@H:23]([C:24]3[CH:25]=[C:26]([OH:30])[CH:27]=[CH:28][CH:29]=3)[OH:31])[CH3:20])=[N:3][C:4]=2[C:14]2[CH:19]=[CH:18][CH:17]=[CH:16][CH:15]=2)[CH:13]=[CH:12][CH:11]=[CH:10][CH:9]=1. Reported procedure: In the same manner as in the step 1 of Example 9, except that 2-chloro-5,6-diphenylpyrazine was used in place of 2-chloro-5,6-di-p-tolylpyrazine and L-phenylephrine was used in place of 4-(methylamino)-1-butanol, the desired compound was prepared as a pale brown amorphous. The reactants are CCCN1C(=O)C2(CC(C)C)CC(c3ccc([N+](=O)[O-])cc3)(C2)C1=O, CCOC(C)=O. Yields the product CCCN1C(=O)C2(CC(C)C)CC(c3ccc(N)cc3)(C2)C1=O. Reaction SMILES: [CH2:1]([CH:2]([CH3:3])[CH3:4])[C:5]12[C:6](=[O:25])[N:7]([CH2:22][CH2:23][CH3:24])[C:8](=[O:21])[C:9]([c:12]3[cH:13][cH:14][c:15]([N+:18]([O-:19])=[O:20])[cH:16][cH:17]3)([CH2:10]1)[CH2:11]2.[CH3:26][CH2:27][O:28][C:29](=[O:30])[CH3:31]>>[CH2:1]([CH:2]([CH3:3])[CH3:4])[C:5]12[C:6](=[O:25])[N:7]([CH2:22][CH2:23][CH3:24])[C:8](=[O:21])[C:9]([c:12]3[cH:13][cH:14][c:15]([NH2:18])[cH:16][cH:17]3)([CH2:10]1)[CH2:11]2. Reactants: C(C1=CC=CC=C1)=O (benzaldehyde), Cl.NO (hydroxylamine HCl salt), C([O-])([O-])=O.[K+].[K+] (potassium carbonate). The solvent is CO (methanol). Reaction conditions: time 5 hour. The product is C(C1=CC=CC=C1)=NO (Benzaldehyde Oxime). The yield is 99.0%. As a reaction SMILES: [CH:1](=O)[C:2]1[CH:7]=[CH:6][CH:5]=[CH:4][CH:3]=1.Cl.[NH2:10][OH:11].C(=O)([O-])[O-].[K+].[K+]>CO>[CH:1](=[N:10][OH:11])[C:2]1[CH:7]=[CH:6][CH:5]=[CH:4][CH:3]=1 |f:1.2,3.4.5|. Procedure: 10.6 g of benzaldehyde, 7.0 g of hydroxylamine HCl salt and 14.0 g of potassium carbonate were suspended in 200 ml of methanol, and were stirred at room temperature for 5 hours. The reaction mixture was filtered, and the methanol was distilled off under reduced pressure. The residue thus obtained was purified by silica gel column chromatography to obtain 12.0 g of the above identified compound as a white crystal (yield 99%). Starting materials: CN1CCNCC1, Cc1cc(C(=O)O)ccc1[N+](=O)[O-], ClCCCl, O, O=S(Cl)Cl. Product: Cc1cc(C(=O)N2CCN(C)CC2)ccc1[N+](=O)[O-]. Reaction SMILES: [CH3:18][N:19]1[CH2:20][CH2:21][NH:22][CH2:23][CH2:24]1.[CH3:1][c:2]1[cH:3][c:4]([C:5](=[O:6])[OH:7])[cH:8][cH:9][c:10]1[N+:11](=[O:12])[O-:13].[Cl:26][CH2:27][CH2:28][Cl:29].[OH2:25].[S:14]([Cl:15])([Cl:16])=[O:17]>>[CH3:1][c:2]1[cH:3][c:4]([C:5](=[O:7])[N:22]2[CH2:21][CH2:20][N:19]([CH3:18])[CH2:24][CH2:23]2)[cH:8][cH:9][c:10]1[N+:11](=[O:12])[O-:13]. Starting materials: C(C)(C)(C)OC(=O)N[C@@H]1CN(C[C@@H]1C)C1=C(C=C2C(C(=CN(C2=C1F)C1CC1)C(=O)O)=O)F (7-(cis-3-t-butoxycarbonylamino-4-methyl-1-pyrrolidinyl)-1-cyclopropyl-6,8-difluoro-1,4-dihydro-4-oxo-3-quinolinecarboxylic acid), Cl (hydrochloride). Solvent: C(C)O (ethanol). Reaction conditions: time 2 hour. The product is Cl.N[C@@H]1CN(C[C@@H]1C)C1=C(C=C2C(C(=CN(C2=C1F)C1CC1)C(=O)O)=O)F (7-(cis-3-Amino-4-methyl-1-pyrrolidinyl)-1-cyclopropyl-6,8-difluoro-1,4-dihydro-4-oxo-3-quinolinecarboxylic acid hydrochloride). RXN SMILES: C(OC([NH:8][C@H:9]1[C@@H:13]([CH3:14])[CH2:12][N:11]([C:15]2[C:24]([F:25])=[C:23]3[C:18]([C:19](=[O:32])[C:20]([C:29]([OH:31])=[O:30])=[CH:21][N:22]3[CH:26]3[CH2:28][CH2:27]3)=[CH:17][C:16]=2[F:33])[CH2:10]1)=O)(C)(C)C.[ClH:34]>C(O)C>[ClH:34].[NH2:8][C@H:9]1[C@@H:13]([CH3:14])[CH2:12][N:11]([C:15]2[C:24]([F:25])=[C:23]3[C:18]([C:19](=[O:32])[C:20]([C:29]([OH:31])=[O:30])=[CH:21][N:22]3[CH:26]3[CH2:28][CH2:27]3)=[CH:17][C:16]=2[F:33])[CH2:10]1 |f:3.4|. Reported procedure: A mixture of 7-(cis-3-t-butoxycarbonylamino-4-methyl-1-pyrrolidinyl)-1-cyclopropyl-6,8-difluoro-1,4-dihydro-4-oxo-3-quinolinecarboxylic acid (0.3 g) in ethanol (5 ml) and ethanolic hydrochloride (6 ml) was stirred for 2 hours at room temperature and then concentrated. To the residue was added ethanol and the resulting precipitate was collected by filtration and washed with ethanol to give the title compound (0.21 g) as pale yellowish powder, mp 274°-275° C. (decompd.). Starting materials: ( 2 ), C[C@@H](CCCCCCCC)C(=O)OC1=CC=C(C=C1)OCC1=CC=CC=C1 ((S)-4-(1′-methylnonylcarbonyloxy)-1-benzyloxybenzene). The reagents and catalysts are [Pd] (palladium/carbon). Solvent: C(C)(=O)OCC (ethyl acetate). Run at time 6 hour. Product: C[C@@H](CCCCCCCC)C(=O)OC1=CC=C(C=C1)O ((S)-4-(1′-methylnonylcarbonyloxy)phenol). Yield: 88.2%. RXN SMILES: [CH3:1][C@H:2]([C:11]([O:13][C:14]1[CH:19]=[CH:18][C:17]([O:20]CC2C=CC=CC=2)=[CH:16][CH:15]=1)=[O:12])[CH2:3][CH2:4][CH2:5][CH2:6][CH2:7][CH2:8][CH2:9][CH3:10]>[Pd].C(OCC)(=O)C>[CH3:1][C@H:2]([C:11]([O:13][C:14]1[CH:19]=[CH:18][C:17]([OH:20])=[CH:16][CH:15]=1)=[O:12])[CH2:3][CH2:4][CH2:5][CH2:6][CH2:7][CH2:8][CH2:9][CH3:10]. Reported procedure: {circle around (2)}: A mixture comprising 3.0 g of (S)-4-(1′-methylnonylcarbonyloxy)-1-benzyloxybenzene, 0.3 g of palladium/carbon and 20 g of ethyl acetate was stirred for 6 hours under hydrogen atmosphere. Then, palladium/carbon was filtered off, followed by distilling off ethyl acetate from the filtrate, whereby 2.0 g of (S)-4-(1′-methylnonylcarbonyloxy)phenol was obtained in the form of a colorless oily substance.